Dataset: the Open Reaction Database (ORD), a public repository of structured organic reaction records. Task: describe an organic reaction: reactants, conditions, products, and yield The reactants are BrC1=CC=CC(=N1)CN(C=O)CC1=C(C=C(C=C1)OC)OC (N-((6-Bromopyridin-2-yl)methyl)-N-(2,4-dimethoxybenzyl)formamide), Example 20, C1(=CC=CC=C1)OC (anisole). Run in C(=O)O (formic acid). Reaction conditions: time 8 hour. Yields the product BrC1=CC=CC(=N1)CNC=O (N-((6-bromopyridin-2-yl)methyl)formamide). Reaction SMILES: [Br:1][C:2]1[N:7]=[C:6]([CH2:8][N:9](CC2C=CC(OC)=CC=2OC)[CH:10]=[O:11])[CH:5]=[CH:4][CH:3]=1.C1(OC)C=CC=CC=1>C(O)=O>[Br:1][C:2]1[N:7]=[C:6]([CH2:8][NH:9][CH:10]=[O:11])[CH:5]=[CH:4][CH:3]=1. Procedure: N-((6-Bromopyridin-2-yl)methyl)-N-(2,4-dimethoxybenzyl)formamide obtained in Reference Example 20 (830 mg) and anisole (1.0 mL) were dissolved in formic acid (20 mL), and the solution was stirred at 100% for 8 hr. The mixture was allowed to be cooled to room temperature, and concentrated under reduced pressure. The residue was subjected to azeotropy with toluene, to the residue was added saturated aqueous sodium hydrogen carbonate solution, and the mixture was extracted with ethyl acetate. The o...